Dataset: the Open Reaction Database (ORD), a public repository of structured organic reaction records. Task: describe an organic reaction: reactants, conditions, products, and yield Reactants: Cl, CC1Cc2ccc(-c3ccc(C(=O)O)nc3)cc2CN1c1cc(N2CCN(C)CC2)nc(N)n1, C1CNC1. Yields the product CC1Cc2ccc(-c3ccc(C(=O)N4CCC4)nc3)cc2CN1c1cc(N2CCN(C)CC2)nc(N)n1. As a reaction SMILES: [ClH:35].[NH2:1][c:2]1[n:3][c:4]([N:28]2[CH2:29][CH2:30][N:31]([CH3:34])[CH2:32][CH2:33]2)[cH:5][c:6]([N:8]2[CH2:9][c:10]3[cH:11][c:12](-[c:19]4[cH:20][cH:21][c:22]([C:25](=[O:26])[OH:27])[n:23][cH:24]4)[cH:13][cH:14][c:15]3[CH2:16][CH:17]2[CH3:18])[n:7]1.[NH:36]1[CH2:37][CH2:38][CH2:39]1>>[NH2:1][c:2]1[n:3][c:4]([N:28]2[CH2:29][CH2:30][N:31]([CH3:34])[CH2:32][CH2:33]2)[cH:5][c:6]([N:8]2[CH2:9][c:10]3[cH:11][c:12](-[c:19]4[cH:20][cH:21][c:22]([C:25](=[O:26])[N:36]5[CH2:37][CH2:38][CH2:39]5)[n:23][cH:24]4)[cH:13][cH:14][c:15]3[CH2:16][CH:17]2[CH3:18])[n:7]1.